Dataset: the Open Reaction Database (ORD), a public repository of structured organic reaction records. Task: describe an organic reaction: reactants, conditions, products, and yield Reactants: [Si](C)(C)(C(C)(C)C)OC1CN(C1)C1=C(C=C(C=C1)[N+](=O)[O-])F (4-[3-[(tert-Butyldimethylsilyl)oxy]-1-azetidinyl]-3-fluoronitrobenzene), [H][H] (hydrogen), C([O-])(O)=O.[Na+] (sodium bicarbonate), ClC(=O)OCC1=CC=CC=C1 (benzyl chloroformate). The reagents and catalysts are [Pd] (palladium on carbon). Run in O1CCCC1.O (tetrahydrofuran water), C(C)(=O)OCC.CCCCCC (ethyl acetate hexane), C(C)(=O)OCC.CCCCCC (ethyl acetate hexane). Run at time 2 hour. Yields the product C(=O)(OCC1=CC=CC=C1)NC1=CC(=C(C=C1)N1CC(C1)O[Si](C)(C)C(C)(C)C)F (N-(carbobenzyloxy)-4-[3-[(tert-butyldimethylsilyl)oxy]-1-azetidinyl]-3-fluoroaniline). Yield: 42.7%. Reaction SMILES: [Si:1]([O:8][CH:9]1[CH2:12][N:11]([C:13]2[CH:18]=[CH:17][C:16]([N+:19]([O-])=O)=[CH:15][C:14]=2[F:22])[CH2:10]1)([C:4]([CH3:7])([CH3:6])[CH3:5])([CH3:3])[CH3:2].[H][H].C(=O)(O)[O-].[Na+].Cl[C:31]([O:33][CH2:34][C:35]1[CH:40]=[CH:39][CH:38]=[CH:37][CH:36]=1)=[O:32]>[Pd].C(OCC)(=O)C.CCCCCC.O1CCCC1.O>[C:31]([NH:19][C:16]1[CH:17]=[CH:18][C:13]([N:11]2[CH2:12][CH:9]([O:8][Si:1]([C:4]([CH3:7])([CH3:6])[CH3:5])([CH3:3])[CH3:2])[CH2:10]2)=[C:14]([F:22])[CH:15]=1)([O:33][CH2:34][C:35]1[CH:40]=[CH:39][CH:38]=[CH:37][CH:36]=1)=[O:32] |f:2.3,6.7,8.9|. Procedure details: 4-[3-[(tert-Butyldimethylsilyl)oxy]-1-azetidinyl]-3-fluoronitrobenzene (1.00 g, 3.07 mmol) was combined with 10% palladium on carbon (0.100 g) in 3:1 tetrahydrofuran/water (25 mL) under a nitrogen atmosphere. The atmosphere was replaced with hydrogen (balloon) by repeated evacuation and filling. After 2 h the initial yellow color of the reaction solution disappeared and TLC analysis (15% ethyl acetate/hexane) revealed the reduction to be complete. The reaction mixture was filtered through Celite... Reactants: C(#N)C=1C=C(CN2CCN(CC2)C2=CC=C(C=C2)NC(=O)C=2C(=CC=CC2)C2=CC=C(C=C2)C(F)(F)F)C=CC1 (4′-trifluoromehtyl-biphenyl-2-carboxylic acid [4-[4-(3-cyano-benzyl)-piperazin-1-yl]-phenyl]-amide), Cl (hydrochloric acid). The solvent is CCOC(=O)C (AcOEt). Run at time 1.5 hour. Yields the product Cl.C(#N)C=1C=C(CN2CCN(CC2)C2=CC=C(C=C2)NC(=O)C=2C(=CC=CC2)C2=CC=C(C=C2)C(F)(F)F)C=CC1 (4′-Trifluoromethl-biphenyl-2-carboxylic Acid [4-[4-(3-cyano-benzyl)-piperazin-1-yl]-phenyl]-amide hydrochloride Salt). RXN SMILES: [C:1]([C:3]1[CH:4]=[C:5]([CH:38]=[CH:39][CH:40]=1)[CH2:6][N:7]1[CH2:12][CH2:11][N:10]([C:13]2[CH:18]=[CH:17][C:16]([NH:19][C:20]([C:22]3[C:23]([C:28]4[CH:33]=[CH:32][C:31]([C:34]([F:37])([F:36])[F:35])=[CH:30][CH:29]=4)=[CH:24][CH:25]=[CH:26][CH:27]=3)=[O:21])=[CH:15][CH:14]=2)[CH2:9][CH2:8]1)#[N:2].[ClH:41]>CCOC(C)=O>[ClH:41].[C:1]([C:3]1[CH:4]=[C:5]([CH:38]=[CH:39][CH:40]=1)[CH2:6][N:7]1[CH2:8][CH2:9][N:10]([C:13]2[CH:14]=[CH:15][C:16]([NH:19][C:20]([C:22]3[C:23]([C:28]4[CH:33]=[CH:32][C:31]([C:34]([F:36])([F:37])[F:35])=[CH:30][CH:29]=4)=[CH:24][CH:25]=[CH:26][CH:27]=3)=[O:21])=[CH:17][CH:18]=2)[CH2:11][CH2:12]1)#[N:2] |f:3.4|. Reported procedure: To a solution of 4′-trifluoromehtyl-biphenyl-2-carboxylic acid [4-[4-(3-cyano-benzyl)-piperazin-1-yl]-phenyl]-amide (0.2 g) in AcOEt (25 mL) was added 1N hydrochloric acid (0.9 mL) and the resulting solution was stirred at room temperature for 1.5 hours. The solution was then evaporated to dryness and the solid was recrystallized from AcOEt/hexane to give the title compound (0.18 g) as a white power. Reactants: COC1=C(C=C(NC=C2C(OC(OC2=O)(C)C)=O)C=C1)C(=O)OC (5-(4-Methoxy-3-methoxycarbonylanilinomethylene)-2,2-dimethyl-1,3-dioxane-4,6-dione), C1(=CC=CC=C1)C1=CC=CC=C1 (biphenyl), C1(=CC=CC=C1)OC1=CC=CC=C1 (diphenyl ether), resultant mixture. Run in petroleum ether, C(C)OCC (diethyl ether). Reaction conditions: temperature 260 celsius, time 5 minute. The product is COC=1C=C2C(C=CNC2=CC1C(=O)OC)=O (6-methoxy-7-methoxycarbonyl-1,4-dihydroquinolin-4-one). Yield: 58.2%. As a reaction SMILES: [CH3:1][O:2][C:3]1[CH:20]=[CH:19][C:6]([NH:7][CH:8]=[C:9]2[C:14](=[O:15])OC(C)(C)OC2=O)=[CH:5][C:4]=1[C:21]([O:23][CH3:24])=[O:22].C1(C2C=CC=CC=2)C=CC=CC=1.C1(OC2C=CC=CC=2)C=CC=CC=1>C(OCC)C>[CH3:1][O:2][C:3]1[CH:20]=[C:19]2[C:6](=[CH:5][C:4]=1[C:21]([O:23][CH3:24])=[O:22])[NH:7][CH:8]=[CH:9][C:14]2=[O:15]. Procedure details: 5-(4-Methoxy-3-methoxycarbonylanilinomethylene)-2,2-dimethyl-1,3-dioxane-4,6-dione (28.9 g) was added portionwise to a mixture (200 ml) of biphenyl and diphenyl ether (‘Dowtherm A’) that had been warmed to 260° C. The solution was stirred at that temperature for 5 minutes. The resultant mixture was cooled to ambient temperature and added to a mixture of petroleum ether (250 ml) and diethyl ether (250 ml). The precipitate was collected by filtration and washed with petroleum ether. The material s... Starting materials: CC(C)[Mg+], [Cl-], O=C1CCc2cc(Cl)ccc21, C1CCOC1, O. The product is CC(C)C1=CCc2cc(Cl)ccc21. Reaction SMILES: [CH:13]([CH3:14])([CH3:15])[Mg+:16].[Cl-:12].[Cl:1][c:2]1[cH:3][c:4]2[c:8]([cH:9][cH:10]1)[C:7](=[O:11])[CH2:6][CH2:5]2.[O:18]1[CH2:19][CH2:20][CH2:21][CH2:22]1.[OH2:17]>>[Cl:1][c:2]1[cH:3][c:4]2[c:8]([cH:9][cH:10]1)[C:7]([CH:13]([CH3:14])[CH3:15])=[CH:6][CH2:5]2. The reactants are Cl (hydrochloric acid), C12C(CC(CC1)C2)OC(=O)C=2C(=NC(=NC2)O[C@H]2[C@@H]1CC[C@H](C2)C1)C(F)(F)F (rac-(1R,2R,4S)-bicyclo[2.2.1]hept-2-yl2-[(1R,2R,4S)-bicyclo[2.2.1]hept-2-yloxy]-4-(trifluoromethyl)pyrimidine-5-carboxylate), C12C(CC(CC1)C2)OC(=O)C=2C(=NC(=NC2)O[C@@H]2[C@H]1CC[C@@H](C2)C1)C(F)(F)F (rac-(1R,2R,4S)-bicyclo[2.2.1]hept-2-yl2-[(1S,2S,4R)-bicyclo[2.2.1]hept-2-yloxy]-4-(trifluoromethyl)pyrimidine-5-carboxylate), [OH-].[Na+] (sodium hydroxide). Solvent: C(C)O (ethanol). Run at time 1 hour. The product is [C@@H]12[C@@H](C[C@@H](CC1)C2)OC2=NC=C(C(=N2)C(F)(F)F)C(=O)O (rac-2-[(1R,2R,4S)-bicyclo[2.2.1]hept-2-yloxy]-4-(trifluoromethyl)pyrimidine-5-carboxylic acid). Isolated yield 130.0%. Reaction SMILES: C12CC(CC1)CC2[O:8][C:9]([C:11]1[C:12]([C:25]([F:28])([F:27])[F:26])=[N:13][C:14]([O:17][C@@H:18]2[CH2:23][C@@H:22]3[CH2:24][C@H:19]2[CH2:20][CH2:21]3)=[N:15][CH:16]=1)=[O:10].C12CC(CC1)CC2OC(C1C(C(F)(F)F)=NC(O[C@H]2C[C@H]3C[C@@H]2CC3)=NC=1)=O.[OH-].[Na+].Cl>C(O)C>[C@H:19]12[CH2:24][C@H:22]([CH2:21][CH2:20]1)[CH2:23][C@H:18]2[O:17][C:14]1[N:13]=[C:12]([C:25]([F:26])([F:27])[F:28])[C:11]([C:9]([OH:10])=[O:8])=[CH:16][N:15]=1 |f:2.3|. Reported procedure: To a solution of a mixture (110 mg) of rac-(1R,2R,4S)-bicyclo[2.2.1]hept-2-yl2-[(1R,2R,4S)-bicyclo[2.2.1]hept-2-yloxy]-4-(trifluoromethyl)pyrimidine-5-carboxylate and rac-(1R,2R,4S)-bicyclo[2.2.1]hept-2-yl2-[(1S,2S,4R)-bicyclo[2.2.1]hept-2-yloxy]-4-(trifluoromethyl)pyrimidine-5-carboxylate in ethanol (3 mL) was added a 1 M aqueous sodium hydroxide solution (1 mL) at room temperature, and the mixture was stirred at the same temperature for 1 hour. To the reaction mixture was added 1 M hydrochlori... Reactants: [N+](=O)([O-])O[C@@H](CCCC(=O)O)CO[N+](=O)[O-] ((S)-5,6-di(nitrooxy)hexanoic acid), [N+](=O)([O-])OC(COCCC(=O)O)CO[N+](=O)[O-] (3-(2,3-bis(nitrooxy)propoxy)propanoic acid). Product: [N+](=O)([O-])OC(COCCC(=O)O[C@H]1[C@@H]2[C@H](OC1)[C@@H](CO2)O)CO[N+](=O)[O-] ((3R,3aR,6R,6aR)-6-hydroxyhexahydrofuro[3,2-b]furan-3-yl 3-(2,3-bis(nitrooxy)propoxy)propanoate). Reaction SMILES: [N+]([O:4][C@H:5]([CH2:12][O:13][N+]([O-])=O)[CH2:6][CH2:7][CH2:8][C:9](O)=[O:10])([O-])=O.[N+:17]([O:20][CH:21]([CH2:29][O:30][N+:31]([O-:33])=[O:32])[CH2:22][O:23][CH2:24][CH2:25][C:26]([OH:28])=[O:27])([O-:19])=[O:18]>>[N+:17]([O:20][CH:21]([CH2:29][O:30][N+:31]([O-:33])=[O:32])[CH2:22][O:23][CH2:24][CH2:25][C:26]([O:28][C@@H:8]1[CH2:9][O:10][C@@H:6]2[C@H:5]([OH:4])[CH2:12][O:13][C@H:7]12)=[O:27])([O-:19])=[O:18]. Procedure: The title compound was prepared by following the procedure for the synthesis of EXAMPLE 4, except that in Step F the reagent (S)-5,6-di(nitrooxy)hexanoic acid was replaced by 3-(2,3-bis(nitrooxy)propoxy)propanoic acid obtained as described in Oscar Pamies and Jan-E. Backvall, J. Org. Chem. 2002, 67, 1261-1265) and EXAMPLE 10.